Dataset: the Open Reaction Database (ORD), a public repository of structured organic reaction records. Task: describe an organic reaction: reactants, conditions, products, and yield Reactants: CC1=NC(=CC(=N1)N)Cl (2-methyl-4-amino-6-chloropyrimidine), ClC1=CC(=CC=C1)C(=O)OO (m-chloroperbenzoic acid). The solvent is CO (methanol). Run at temperature 0 celsius, time 3 hour. Yields the product CC1=NC(=CC(=[N+]1[O-])N)Cl (2-methyl-4-amino-6-chloropyrimidine 3-oxide). As a reaction SMILES: [CH3:1][C:2]1[N:7]=[C:6]([NH2:8])[CH:5]=[C:4]([Cl:9])[N:3]=1.ClC1C=CC=C(C(OO)=[O:18])C=1>CO>[CH3:1][C:2]1[N+:7]([O-:18])=[C:6]([NH2:8])[CH:5]=[C:4]([Cl:9])[N:3]=1. Reported procedure: 50.23 g (0.35 mol) of 2-methyl-4-amino-6-chloropyrimidine are partially dissolved in 700 ml of methanol. The mixture is cooled to 0° C. and 131.7 g (0.42 mol) of approximately 55% m-chloroperbenzoic acid are introduced, in small fractions, with good stirring, at a rate such that the temperature remains below 5° C. After the end of the introduction, the mixture is kept below 5° C. for a further 3 hours and is then allowed to return to ambient temperature. After 4 hours at 20° C., only traces of s...